This data is from the Open Reaction Database (ORD), a public repository of structured organic reaction records. The task is: describe an organic reaction: reactants, conditions, products, and yield The reactants are O=C([O-])[O-], C1COCCN1, CC(C)c1ccccc1Sc1ccc(-c2cc(Cl)ncn2)cc1C(F)(F)F, [K+], [K+], CN(C)C=O. The product is CC(C)c1ccccc1Sc1ccc(-c2cc(N3CCOCC3)ncn2)cc1C(F)(F)F. As a reaction SMILES: [C:34](=[O:35])([O-:36])[O-:37].[CH2:28]1[CH2:29][O:30][CH2:31][CH2:32][NH:33]1.[Cl:1][c:2]1[n:3][cH:4][n:5][c:6](-[c:8]2[cH:9][c:10]([C:24]([F:25])([F:26])[F:27])[c:11]([S:14][c:15]3[c:16]([CH:21]([CH3:22])[CH3:23])[cH:17][cH:18][cH:19][cH:20]3)[cH:12][cH:13]2)[cH:7]1.[K+:38].[K+:39].[O:40]=[CH:41][N:42]([CH3:43])[CH3:44]>>[c:2]1([N:33]2[CH2:28][CH2:29][O:30][CH2:31][CH2:32]2)[n:3][cH:4][n:5][c:6](-[c:8]2[cH:9][c:10]([C:24]([F:25])([F:26])[F:27])[c:11]([S:14][c:15]3[c:16]([CH:21]([CH3:22])[CH3:23])[cH:17][cH:18][cH:19][cH:20]3)[cH:12][cH:13]2)[cH:7]1. Starting materials: C1(CCC1)=O (cyclobutanone), CC=1N(C(=CC1)C)[C@@H]1C=CC(C1)C(=O)OCC1=CC=CC=C1 (benzyl (4S)-4-(2,5-dimethyl-1H-pyrrol-1-yl)cyclopent-2-ene-1-carboxylate), [Li+].CC(C)[N-]C(C)C (LDA), solution. Run in C1CCOC1 (THF). Run at time 10 minute. The product is CC=1N(C(=CC1)C)[C@@H]1C=C[C@@](C1)(C(=O)OCC1=CC=CC=C1)C1(CCC1)O (Benzyl(1R,4S)-4-(2,5-dimethyl-1H-pyrrol-1-yl)-1-(1-hydroxycyclobutyl)cyclopent-2-ene-1-carboxylate). Yield: 72.7%. Reaction SMILES: [CH3:1][C:2]1[N:3]([C@H:8]2[CH2:12][CH:11]([C:13]([O:15][CH2:16][C:17]3[CH:22]=[CH:21][CH:20]=[CH:19][CH:18]=3)=[O:14])[CH:10]=[CH:9]2)[C:4]([CH3:7])=[CH:5][CH:6]=1.[Li+].CC([N-]C(C)C)C.[C:31]1(=[O:35])[CH2:34][CH2:33][CH2:32]1>C1COCC1>[CH3:7][C:4]1[N:3]([C@H:8]2[CH2:12][C@@:11]([C:31]3([OH:35])[CH2:34][CH2:33][CH2:32]3)([C:13]([O:15][CH2:16][C:17]3[CH:22]=[CH:21][CH:20]=[CH:19][CH:18]=3)=[O:14])[CH:10]=[CH:9]2)[C:2]([CH3:1])=[CH:6][CH:5]=1 |f:1.2|. Procedure details: To a cold (−78 C), stirred solution of 6.17 g (20.9 mmol) of benzyl (4S)-4-(2,5-dimethyl-1H-pyrrol-1-yl)cyclopent-2-ene-1-carboxylate (Preparation SRT-0233) in 40 mL of dry THF, under Ar, was slowly added 23.3 mL of a commercial 1.8 M solution of LDA. The resulting solution was warmed to 0 C, stirred at that temperature for 10 min, and then recooled to −78 C for the addition of 2.3 mL (31 mmol) of cyclobutanone. This solution was stirred at −78 C for 1 h, then quenched at −78 C by the slow addit... Starting materials: CCCCc1n[nH]c(=S)n1Cc1ccc([N+](=O)[O-])cc1, COCCO, COC(=O)CCl. The product is CCCCc1nnc(SCC(=O)OC)n1Cc1ccc([N+](=O)[O-])cc1. As a reaction SMILES: [CH2:1]([CH2:2][CH2:3][CH3:4])[c:5]1[n:6]([CH2:11][c:12]2[cH:13][cH:14][c:15]([N+:18](=[O:19])[O-:20])[cH:16][cH:17]2)[c:7](=[S:10])[nH:8][n:9]1.[CH3:27][O:28][CH2:29][CH2:30][OH:31].[Cl:21][CH2:22][C:23](=[O:24])[O:25][CH3:26]>>[CH2:1]([CH2:2][CH2:3][CH3:4])[c:5]1[n:6]([CH2:11][c:12]2[cH:13][cH:14][c:15]([N+:18](=[O:19])[O-:20])[cH:16][cH:17]2)[c:7]([S:10][CH2:22][C:23](=[O:24])[O:25][CH3:26])[n:8][n:9]1. The reactants are C(=O)OCC (ethyl formate), [C]=O (carbon monoxide), C[O-].[Na+] (sodium methylate), NCCC#N (β-amino-propionitrile). Product: [Na]C(=O)C(C#N)CNC=O (α-sodioformyl-β-formylamino propionitrile). Reaction SMILES: [NH2:1][CH2:2][CH2:3][C:4]#[N:5].C([O:8][CH2:9]C)=O.[C]=O.[CH3:13][O-:14].[Na+:15]>>[Na:15][C:13]([CH:3]([CH2:2][NH:1][CH:9]=[O:8])[C:4]#[N:5])=[O:14] |f:3.4,^3:10|. Reported procedure: A method according to claim 1 in which in said step (a) β-amino-propionitrile is reacted with ethyl formate and carbon monoxide in the presence of sodium methylate at a temperature of 70°C to obtain α-sodioformyl-β-formylamino propionitrile.